This data is from the Open Reaction Database (ORD), a public repository of structured organic reaction records. The task is: describe an organic reaction: reactants, conditions, products, and yield The reactants are NC(=O)CC(NC(=O)OCc1ccccc1)C(=O)O, CO, C(=NC1CCCCC1)=NC1CCCCC1, ClCCl, CC(C)(C)N1CC(O)CC1C(=O)NCC(O)C(N)Cc1ccccc1, Oc1cccc2[nH]nnc12. The product is CC(C)(C)N1CC(O)CC1C(=O)NCC(O)C(Cc1ccccc1)NC(=O)C(CC(N)=O)NC(=O)OCc1ccccc1. Reaction SMILES: [CH2:1]([c:2]1[cH:3][cH:4][cH:5][cH:6][cH:7]1)[O:8][C:9](=[O:10])[NH:11][CH:12]([CH2:13][C:14]([NH2:15])=[O:16])[C:17](=[O:18])[OH:19].[CH3:73][OH:74].[CH:30]1([N:31]=[C:32]=[N:33][CH:34]2[CH2:35][CH2:36][CH2:37][CH2:38][CH2:39]2)[CH2:40][CH2:41][CH2:42][CH2:43][CH2:44]1.[Cl:70][CH2:71][Cl:72].[NH2:45][CH:46]([CH:47]([CH2:48][NH:49][C:50]([CH:51]1[N:52]([C:57]([CH3:58])([CH3:59])[CH3:60])[CH2:53][CH:54]([OH:56])[CH2:55]1)=[O:61])[OH:62])[CH2:63][c:64]1[cH:65][cH:66][cH:67][cH:68][cH:69]1.[OH:20][c:21]1[c:22]2[n:23][n:24][nH:25][c:26]2[cH:27][cH:28][cH:29]1>>[CH2:1]([c:2]1[cH:3][cH:4][cH:5][cH:6][cH:7]1)[O:8][C:9](=[O:10])[NH:11][CH:12]([CH2:13][C:14]([NH2:15])=[O:16])[C:17](=[O:19])[NH:45][CH:46]([CH:47]([CH2:48][NH:49][C:50]([CH:51]1[N:52]([C:57]([CH3:58])([CH3:59])[CH3:60])[CH2:53][CH:54]([OH:56])[CH2:55]1)=[O:61])[OH:62])[CH2:63][c:64]1[cH:65][cH:66][cH:67][cH:68][cH:69]1. Starting materials: C(C)(C)(C)OC(N[C@H]1[C@@H](C1)C1=CC=C(C=C1)NC(=O)C1=CC(=CC=C1)NC(=O)C1=CC=CC=C1)=O (tert-Butyl(trans-2-{4-[({3-[(phenylcarbonyl)amino]phenyl}carbonyl)amino]phenyl}-cyclopropyl)carbamate), Cl.C(C)(=O)OCC (hydrochloric acid ethyl acetate). Conditions: time 2 hour. Product: Cl.N[C@H]1[C@@H](C1)C1=CC=C(C=C1)NC(C1=CC(=CC=C1)NC(=O)C1=CC=CC=C1)=O (N-[4-(trans-2-aminocyclopropyl)phenyl]-3-[(phenylcarbonyl)amino]benzamide hydrochloride). Reaction SMILES: C(OC(=O)[NH:7][C@@H:8]1[CH2:10][C@H:9]1[C:11]1[CH:16]=[CH:15][C:14]([NH:17][C:18]([C:20]2[CH:25]=[CH:24][CH:23]=[C:22]([NH:26][C:27]([C:29]3[CH:34]=[CH:33][CH:32]=[CH:31][CH:30]=3)=[O:28])[CH:21]=2)=[O:19])=[CH:13][CH:12]=1)(C)(C)C.[ClH:36].C(OCC)(=O)C>>[ClH:36].[NH2:7][C@@H:8]1[CH2:10][C@H:9]1[C:11]1[CH:12]=[CH:13][C:14]([NH:17][C:18](=[O:19])[C:20]2[CH:25]=[CH:24][CH:23]=[C:22]([NH:26][C:27]([C:29]3[CH:30]=[CH:31][CH:32]=[CH:33][CH:34]=3)=[O:28])[CH:21]=2)=[CH:15][CH:16]=1 |f:1.2,3.4|. Reported procedure: tert-Butyl(trans-2-{4-[({3-[(phenylcarbonyl)amino]phenyl}carbonyl)amino]phenyl}-cyclopropyl)carbamate (188 mg) was dissolved in 4N hydrochloric acid/ethyl acetate solution (2 mL), and the mixture was stirred at room temperature for 2 hr. The solvent was evaporated under reduced pressure to give the title compound (107 mg). Reactants: [N+](=O)([O-])C1=C(CO)C=CC=C1 (2-nitrobenzyl alcohol), C(CCCCCCC)N=C=O (octyl isocyanate). Run in C1(=CC=CC=C1)C (toluene). Yields the product C(CCCCCCC)NC(OCC1=C(C=CC=C1)[N+](=O)[O-])=O (o-nitrobenzyl n-octylcarbamate). Yield: 62.1%. RXN SMILES: [N+:1]([C:4]1[CH:11]=[CH:10][CH:9]=[CH:8][C:5]=1[CH2:6][OH:7])([O-:3])=[O:2].[CH2:12]([N:20]=[C:21]=[O:22])[CH2:13][CH2:14][CH2:15][CH2:16][CH2:17][CH2:18][CH3:19]>C1(C)C=CC=CC=1>[CH2:12]([NH:20][C:21](=[O:22])[O:7][CH2:6][C:5]1[CH:8]=[CH:9][CH:10]=[CH:11][C:4]=1[N+:1]([O-:3])=[O:2])[CH2:13][CH2:14][CH2:15][CH2:16][CH2:17][CH2:18][CH3:19]. Procedure details: 100 mL toluene, 10 g 2-nitrobenzyl alcohol, and 11.4 g octyl isocyanate were placed in a 200-mL roundbottom flask, heated at reflux under nitrogen for 2 hours, and then cooled. The reaction solution was washed with water several times and the resulting toluene solution was then dried over sodium sulfate. The sodium sulfate was filtered off and the solvent was removed from the filtrate on a rotary evaporator. The resulting solid was recrystallized twice from hexane, yielding 12.5 g o-nitrobenzyl ... Starting materials: BrCCO (2-Bromoethanol), C(CCCCCCC)(=O)Cl (octanoyl chloride), N1=CC=CC=C1 (pyridine). Solvent: C1=CC=CC=C1 (benzene). Run at time 24 hour. Product: C(CCCCCCC)(=O)OCCBr (2 -Bromoethyl Octanoate). Isolated yield 80.9%. As a reaction SMILES: [Br:1][CH2:2][CH2:3][OH:4].[C:5](Cl)(=[O:13])[CH2:6][CH2:7][CH2:8][CH2:9][CH2:10][CH2:11][CH3:12].N1C=CC=CC=1>C1C=CC=CC=1>[C:5]([O:4][CH2:3][CH2:2][Br:1])(=[O:13])[CH2:6][CH2:7][CH2:8][CH2:9][CH2:10][CH2:11][CH3:12]. Procedure: 2-Bromoethanol (4 g, 32 mmol) was added dropwise to a solution of octanoyl chloride (7.8 g, 48 mmol) and pyridine (5 mL) in benzene (50 mL). The reaction mixture was stirred at room temperature for 24 hours. After evaporation of benzene and pyridine under high vacuum, the residue was redissolved in benzene (100 mL). The solution was washed with water (50 mL), sulfuric acid solution (3×25 mL, 0.5 N), sodium bicarbonate solution (25 mL, 1N), and water (2×75 mL). The benzene layer was dried over Na...